From a dataset of the Open Reaction Database (ORD), a public repository of structured organic reaction records. describe an organic reaction: reactants, conditions, products, and yield Starting materials: BrCC(=O)[C@@H]1CC2=CC[C@H]3[C@@H]4CCC([C@@]4(C)CC[C@@H]3[C@]2(CC1)C)=O (3β-bromoacetyl-5-androsten-17-one), AgBr, C([C@H]([C@@H]([C@@H]([C@H](C=O)N)O[C@H]1[C@@H]([C@H]([C@@H]([C@H](O1)C(=O)O)O)O)O)O)O)O (chondrosine). Reagents/catalysts: [Ag] (silver). Run in CS(=O)C (DMSO). Yields the product C([C@H]([C@@H]([C@@H]([C@H](C=O)N)O[C@H]1[C@@H]([C@H]([C@@H]([C@H](O1)C(=O)O)O)O)O)O)O)O.C[C@]12CC[C@H]3[C@H]([C@@H]1CCC2=O)CC=C4[C@@]3(CC[C@@H](C4)O)C (chondrosine dehydroepiandrosterone). RXN SMILES: [CH2:1]([OH:24])[C@@H:2]([OH:23])[C@H:3]([OH:22])[C@H:4]([O:9][C@@H:10]1[O:15][C@H:14]([C:16]([OH:18])=[O:17])[C@@H:13]([OH:19])[C@H:12]([OH:20])[C@H:11]1[OH:21])[C@@H:5]([NH2:8])[CH:6]=[O:7].BrCC([C@H:29]1[CH2:46][CH2:45][C@@:44]2([CH3:47])[C:31](=[CH:32][CH2:33][C@@H:34]3[C@@H:43]2[CH2:42][CH2:41][C@@:39]2([CH3:40])[C@H:35]3[CH2:36][CH2:37][C:38]2=[O:48])[CH2:30]1)=O>CS(C)=O.[Ag]>[CH2:1]([OH:24])[C@@H:2]([OH:23])[C@H:3]([OH:22])[C@H:4]([O:9][C@@H:10]1[O:15][C@H:14]([C:16]([OH:18])=[O:17])[C@@H:13]([OH:19])[C@H:12]([OH:20])[C@H:11]1[OH:21])[C@@H:5]([NH2:8])[CH:6]=[O:7].[CH3:40][C@@:39]12[C:38](=[O:48])[CH2:37][CH2:36][C@H:35]1[C@@H:34]1[CH2:33][CH:32]=[C:31]3[CH2:30][C@@H:29]([OH:7])[CH2:46][CH2:45][C@:44]3([CH3:47])[C@H:43]1[CH2:42][CH2:41]2 |f:4.5|. Procedure: 1.133 Grams (0.00245 mole) of silver salt of chondrosine was dissolved in 70 ml of DMSO (dimethylsulfoxide) and 0.84 g of the compound (1) was added to the solution to react them at room temperature for 2 days. After the reaction, AgBr was separated by a centrifugal separation and DMSO was distilled off from the resulting supernatant at 45° to 50° C. under a reduced pressure and then, 70 ml of ethanol was added to the residual solid and a floating insoluble material was separated and a filtrate ... Reactants: CC(=O)[O-], CC(=O)O, [Na+], N#CC(c1ccnc(Cl)n1)c1nc2ccccc2s1. Yields the product N#CC(c1ccncn1)c1nc2ccccc2s1. RXN SMILES: [CH3:21][C:22](=[O:23])[O-:24].[CH3:25][C:26](=[O:27])[OH:28].[Na+:20].[s:1]1[c:2]([CH:10]([C:11]#[N:12])[c:13]2[n:14][c:15]([Cl:19])[n:16][cH:17][cH:18]2)[n:3][c:4]2[c:5]1[cH:6][cH:7][cH:8][cH:9]2>>[s:1]1[c:2]([CH:10]([C:11]#[N:12])[c:13]2[n:14][cH:15][n:16][cH:17][cH:18]2)[n:3][c:4]2[c:5]1[cH:6][cH:7][cH:8][cH:9]2. Starting materials: C1CCOC1, C[Si](C)(C)C#CC=CC#CCOc1ccccc1, O. Product: C#CC=CC#CCOc1ccccc1. Reaction SMILES: [CH2:20]1[O:21][CH2:22][CH2:23][CH2:24]1.[O:1]([c:2]1[cH:3][cH:4][cH:5][cH:6][cH:7]1)[CH2:8][C:9]#[C:10][CH:11]=[CH:12][C:13]#[C:14][Si:15]([CH3:16])([CH3:17])[CH3:18].[OH2:19]>>[O:1]([c:2]1[cH:3][cH:4][cH:5][cH:6][cH:7]1)[CH2:8][C:9]#[C:10][CH:11]=[CH:12][C:13]#[CH:14].